Dataset: the Open Reaction Database (ORD), a public repository of structured organic reaction records. Task: describe an organic reaction: reactants, conditions, products, and yield Starting materials: Cc1cc(C)cc(-c2[nH]c3ccc([N+](=O)[O-])cc3c2CCN(CCCCc2ccc(NS(C)(=O)=O)cc2)Cc2ccccc2)c1, [H][H], [Ni]. Yields the product Cc1cc(C)cc(-c2[nH]c3ccc(N)cc3c2CCN(CCCCc2ccc(NS(C)(=O)=O)cc2)Cc2ccccc2)c1. Reaction SMILES: [CH3:3][S:4](=[O:5])(=[O:6])[NH:7][c:8]1[cH:9][cH:10][c:11]([CH2:14][CH2:15][CH2:16][CH2:17][N:18]([CH2:19][CH2:20][c:21]2[c:22](-[c:33]3[cH:34][c:35]([CH3:40])[cH:36][c:37]([CH3:39])[cH:38]3)[nH:23][c:24]3[cH:25][cH:26][c:27]([N+:30]([O-:31])=[O:32])[cH:28][c:29]23)[CH2:41][c:42]2[cH:43][cH:44][cH:45][cH:46][cH:47]2)[cH:12][cH:13]1.[H:1][H:2].[Ni:48]>>[CH3:3][S:4](=[O:5])(=[O:6])[NH:7][c:8]1[cH:9][cH:10][c:11]([CH2:14][CH2:15][CH2:16][CH2:17][N:18]([CH2:19][CH2:20][c:21]2[c:22](-[c:33]3[cH:34][c:35]([CH3:40])[cH:36][c:37]([CH3:39])[cH:38]3)[nH:23][c:24]3[cH:25][cH:26][c:27]([NH2:30])[cH:28][c:29]23)[CH2:41][c:42]2[cH:43][cH:44][cH:45][cH:46][cH:47]2)[cH:12][cH:13]1.